This data is from the Open Reaction Database (ORD), a public repository of structured organic reaction records. The task is: describe an organic reaction: reactants, conditions, products, and yield The reactants are C(#N)C1=CC=C(C=C1)NC(C(=O)OC)C1=CC(=CC(=C1)O)OCC (methyl (RS)-(4-cyano-phenylamino)-(3-ethoxy-5-hydroxy-phenyl)-acetate), C(#N)C1=CC=C(C=C1)NC(C(=O)OC)C1=CC(=CC(=C1)OS(=O)(=O)C(F)(F)F)OCC (methyl (RS)-(4-cyano-phenylamino)-(3-ethoxy-5-trifluoromethanesulphonyloxy-phenyl)-acetate), NC=1C=C(C=CC1)B(O)O (3-aminophenylboronic acid). Yields the product NC=1C=C(C=CC1)C1=CC(=CC(=C1)OCC)C(C(=O)OC)NC1=CC=C(C=C1)C#N (methyl (RS)-(3′-amino-5-ethoxy-biphenyl-3-yl)-(4-cyano-phenyl-amino)-acetate). As a reaction SMILES: [C:1]([C:3]1[CH:8]=[CH:7][C:6]([NH:9][CH:10]([C:15]2[CH:20]=[C:19](O)[CH:18]=[C:17]([O:22][CH2:23][CH3:24])[CH:16]=2)[C:11]([O:13][CH3:14])=[O:12])=[CH:5][CH:4]=1)#[N:2].C([C:27]1[CH:32]=[CH:31][C:30]([NH:33]C(C2C=C(OS(C(F)(F)F)(=O)=O)C=C(OCC)C=2)C(OC)=O)=[CH:29][CH:28]=1)#N.NC1C=C(B(O)O)C=CC=1>>[NH2:33][C:30]1[CH:29]=[C:28]([C:19]2[CH:18]=[C:17]([O:22][CH2:23][CH3:24])[CH:16]=[C:15]([CH:10]([NH:9][C:6]3[CH:5]=[CH:4][C:3]([C:1]#[N:2])=[CH:8][CH:7]=3)[C:11]([O:13][CH3:14])=[O:12])[CH:20]=2)[CH:27]=[CH:32][CH:31]=1. Procedure: Analogously to Example 155, from methyl (RS)-(4-cyano-phenylamino)-(3-ethoxy-5-hydroxy-phenyl)-acetate via methyl (RS)-(4-cyano-phenylamino)-(3-ethoxy-5-trifluoromethanesulphonyloxy-phenyl)-acetate by reaction with 3-aminophenylboronic acid there was obtained the compound methyl (RS)-(3′-amino-5-ethoxy-biphenyl-3-yl)-(4-cyano-phenyl-amino)-acetate, which was converted into methyl (RS)-(3′-amino-5-ethoxy-biphenyl-3-yl)-(4-carbamimidoyl-phenylamino)-acetate hydrochloride; MS: 419 ([M+H]+). Reactants: Cl.COC([C@H](N)CC1=CC(=C(C=C1)C)OC)=O (3-methoxy-4-methyl-D-phenylalanine methyl ester hydrochloride), ClCCl (dichloromethane), C([O-])([O-])=O.[K+].[K+] (Potassium carbonate), ClCC(=O)Cl (Chloroacetyl chloride). Run in O (water). Reaction conditions: time 30 minute. Yields the product COC([C@@H](CC1=CC(=C(C=C1)C)OC)NC(CCl)=O)=O ((2R)-2-[N-(chloroacetyl)-amino]-3-(3-methoxy-4-methylphenyl)propionic acid methyl ester). As a reaction SMILES: C(=O)([O-])[O-].[K+].[K+].Cl.[CH3:8][O:9][C:10](=[O:23])[C@@H:11]([CH2:13][C:14]1[CH:19]=[CH:18][C:17]([CH3:20])=[C:16]([O:21][CH3:22])[CH:15]=1)[NH2:12].ClCCl.[Cl:27][CH2:28][C:29](Cl)=[O:30]>O>[CH3:8][O:9][C:10](=[O:23])[C@H:11]([NH:12][C:29](=[O:30])[CH2:28][Cl:27])[CH2:13][C:14]1[CH:19]=[CH:18][C:17]([CH3:20])=[C:16]([O:21][CH3:22])[CH:15]=1 |f:0.1.2,3.4|. Procedure: Potassium carbonate (1.70 g) was added by small portions with ice-cooling to a mixture of 3-methoxy-4-methyl-D-phenylalanine methyl ester hydrochloride (1.60 g) in mixed solvents of dichloromethane (7 ml) and water (9 ml). Chloroacetyl chloride (0.66 ml) was added to the mixture below 5° C. over 15 minutes and then the whole was stirred for 30 minutes. The organic layer was separated, washed with brine, dried over magnesium sulfate and evaporated under reduced pressure to give an oil of (2R)-2-[... The reactants are FC1=CC=C(C=C1)C(C#N)(C)C (2-(4-fluorophenyl)-2-methylpropionitrile), Cl (HCl), solution, C[Li] (methyllithium), C(C)OCC (diethylether), C(C)OCC (diethylether). Run at time 3 hour. The product is FC1=CC=C(C=C1)C(C(C)=O)(C)C (3-(4-Fluorophenyl)-3-methyl-2-butanone). RXN SMILES: [F:1][C:2]1[CH:7]=[CH:6][C:5]([C:8](C)([CH3:11])[C:9]#N)=[CH:4][CH:3]=1.C[Li].Cl.C([O:18][CH2:19][CH3:20])C>>[F:1][C:2]1[CH:7]=[CH:6][C:5]([C:8]([CH3:11])([CH3:9])[C:19](=[O:18])[CH3:20])=[CH:4][CH:3]=1. Procedure: To a solution of 5.84 g 2-(4-fluorophenyl)-2-methylpropionitrile in abs. diethylether are added dropwise at -30° and under inert gas, 22 ml of a 1.6M solution of methyllithium in diethylether. The cooling bath is then taken away and the mixture stirred for 3 hours at room temperature. The reaction mixture is poured onto ice, the organic phase stirred overnight with 6N HCl, washed after separation of the acid phase, dried and evaporated in vacuum. The thus obtained oily residue is reacted further... The yield is 79.6%. Yields the product OC[C@@H](CN1C=2N=C(NC(C2N=C1)=O)N)OCP(=O)(O)O ((R)-9-[3-Hydroxy-2-(phosphonomethoxy)propyl]guanine). Run at time 14 hour. Procedure details: A solution of (R)9-[2-[(diisopropylphosphono)methoxy]3-hydroxypropyl]guanine (0.20 g, 0.50 mmol) in 5 mL of dry acetonitrile was treated with trimethylsilylbromide (0.99 g, 6.45 mmol) under nitrogen atmosphere. The resulting solution was protected from light and stirred at room temperature for 14 hours. The solvent was removed under reduced pressure, and the residue was dried under vacuum. To the residue, water (1 mL) and acetone (4 mL) were added. The mixture was stirred at room temperature ove... The solvent is C(C)#N (acetonitrile). The reactants are C(C)(C)OP(=O)(OC(C)C)CO[C@H](CN1C=2N=C(NC(C2N=C1)=O)N)CO ((R)9-[2-[(diisopropylphosphono)methoxy]3-hydroxypropyl]guanine), C[Si](C)(C)Br (trimethylsilylbromide). RXN SMILES: C([O:4][P:5]([CH2:11][O:12][C@@H:13]([CH2:26][OH:27])[CH2:14][N:15]1[CH:23]=[N:22][C:21]2[C:20](=[O:24])[NH:19][C:18]([NH2:25])=[N:17][C:16]1=2)([O:7]C(C)C)=[O:6])(C)C.C[Si](Br)(C)C>C(#N)C>[OH:27][CH2:26][C@H:13]([O:12][CH2:11][P:5]([OH:6])([OH:7])=[O:4])[CH2:14][N:15]1[CH:23]=[N:22][C:21]2[C:20](=[O:24])[NH:19][C:18]([NH2:25])=[N:17][C:16]1=2. The reactants are C1(=CC=CC=C1)C[C@@H](C(=O)Cl)N1C(C=2C(C1=O)=CC=CC2)=O (3-phenyl-2(S)-phthalimidopropionyl chloride), C1C(CC)O1 (1,2-butylene oxide), S(=O)(=O)([O-])S(=O)[O-].[Na+].[Na+] (sodium pyrosulfite). Reagents/catalysts: [Pd] (palladium-on-charcoal). Solvent: C1(=CC=CC=C1)C (toluene), O (water), C1(=CC=CC=C1)C (toluene). Reaction conditions: time 17 hour. Yields the product C1(=CC=CC=C1)C[C@@H](C=O)N1C(C=2C(C1=O)=CC=CC2)=O (3-Phenyl-2(S)-phthalimidopropan-1-al). As a reaction SMILES: [C:1]1([CH2:7][C@H:8]([N:12]2[C:16](=[O:17])[C:15]3=[CH:18][CH:19]=[CH:20][CH:21]=[C:14]3[C:13]2=[O:22])[C:9](Cl)=[O:10])[CH:6]=[CH:5][CH:4]=[CH:3][CH:2]=1.C1OC1CC.S(S([O-])=O)([O-])(=O)=O.[Na+].[Na+]>C1(C)C=CC=CC=1.O.[Pd]>[C:1]1([CH2:7][C@H:8]([N:12]2[C:16](=[O:17])[C:15]3=[CH:18][CH:19]=[CH:20][CH:21]=[C:14]3[C:13]2=[O:22])[CH:9]=[O:10])[CH:2]=[CH:3][CH:4]=[CH:5][CH:6]=1 |f:2.3.4|. Procedure: The solution containing the 3-phenyl-2(S)-phthalimidopropionyl chloride is diluted with 500 ml of toluene and treated with 72.11 g of 1,2-butylene oxide. 23.5 g of palladium-on-charcoal (5%) and 100 ml of toluene are added to the solution. The suspension is hydrogenated for 17 hours while stirring and then filtered, and the residue is washed with 200 ml of toluene. The filtrate and washings are combined and treated while stirring with a solution of 0.5 mol of sodium pyrosulfite in water. The pha... Reactants: OC1C(CCC=2C=C(N=CC12)OC)CC(=O)[O-] (8-hydroxy-3-methoxy-5,6,7,8-tetrahydro-2-azanaphthalene-7-acetate), N (ammonia), S(O)(O)(=O)=O (sulfuric acid), ice water. Conditions: time 15 minute. Product: COC=1N=CC=2CC(C=CC2C1)CC(=O)O (3-methoxy-7,8-dihydro-2-azanaphthalene-7-acetic acid). Reaction SMILES: O[CH:2]1[C:11]2[CH:10]=[N:9][C:8]([O:12][CH3:13])=[CH:7][C:6]=2[CH2:5][CH2:4][CH:3]1[CH2:14][C:15]([O-:17])=[O:16].S(=O)(=O)(O)O.N>>[CH3:13][O:12][C:8]1[N:9]=[CH:10][C:11]2[CH2:2][CH:3]([CH2:14][C:15]([OH:17])=[O:16])[CH:4]=[CH:5][C:6]=2[CH:7]=1. Reported procedure: 11 Parts of 8-hydroxy-3-methoxy-5,6,7,8-tetrahydro-2-azanaphthalene-7-acetate described in Example 25 is added to 110 parts by volume of sulfuric acid at room temperature and stirred for 15 minutes. 200 Parts of ice water are added and the solution is made basic with 300 parts by volume of aqueous ammonia. The solution is filtered through celite and then extracted three times with chloroform. Removal of the chloroform and crystallization from methanol provides 3-methoxy-7,8-dihydro-2-azanaphthal...